This data is from the Open Reaction Database (ORD), a public repository of structured organic reaction records. The task is: describe an organic reaction: reactants, conditions, products, and yield The reactants are C1(CCCCC1)C1=CC=C(C=C1)S(=O)(=O)Cl (4-cyclohexylbenzene-1-sulfonyl chloride), NC1=C(SC=C1)C(=O)OC (methyl 3-aminothiophene-2-carboxylate), N1=CC=CC=C1 (pyridine). Run in ClCCl (dichloromethane). Run at time 24 hour. The product is C1(CCCCC1)C1=CC=C(C=C1)S(=O)(=O)NC1=C(SC=C1)C(=O)OC (Methyl 3-(4-cyclohexylphenylsulfonamido)thiophene-2-carboxylate). Yield: 90.6%. RXN SMILES: [CH:1]1([C:7]2[CH:12]=[CH:11][C:10]([S:13](Cl)(=[O:15])=[O:14])=[CH:9][CH:8]=2)[CH2:6][CH2:5][CH2:4][CH2:3][CH2:2]1.[NH2:17][C:18]1[CH:22]=[CH:21][S:20][C:19]=1[C:23]([O:25][CH3:26])=[O:24].N1C=CC=CC=1>ClCCl>[CH:1]1([C:7]2[CH:12]=[CH:11][C:10]([S:13]([NH:17][C:18]3[CH:22]=[CH:21][S:20][C:19]=3[C:23]([O:25][CH3:26])=[O:24])(=[O:15])=[O:14])=[CH:9][CH:8]=2)[CH2:6][CH2:5][CH2:4][CH2:3][CH2:2]1. Reported procedure: To a solution of 4-cyclohexylbenzene-1-sulfonyl chloride (0.45 g; 1.74 mmol) in dichloromethane (4.0 mL) at room temperature, methyl 3-aminothiophene-2-carboxylate (0.25 g; 1.6 mmol) was added followed by pyridine (0.25 g; 3.2 mmol) and then stirred at room temperature under a nitrogen atmosphere for 24 hours. The reaction mixture was concentrated under reduced pressure and then taken up in ethyl acetate (50 mL) and extracted with water. The aqueous layer separated and extracted with ethyl aceta... Starting materials: FC(S(=O)(=O)OC1=C(C=C(C=C1)C(=O)OC)N)(F)F (2-amino-4-methoxycarbonylphenyl trifluoromethanesulfonate), ClC(=O)OCC1=CC=CC=C1 (benzyl chloroformate). Run in ClCCl (dichloromethane), N1=CC=CC=C1 (pyridine), ClCCl (dichloromethane). Conditions: temperature 20 celsius, time 4.5 hour. The product is FC(S(=O)(=O)OC1=C(C=C(C=C1)C(=O)OC)NC(=O)OCC1=CC=CC=C1)(F)F (2-benzyloxycarbonylamino-4-methoxycarbonylphenyl trifluoromethanesulfonate). RXN SMILES: [F:1][C:2]([F:19])([F:18])[S:3]([O:6][C:7]1[CH:12]=[CH:11][C:10]([C:13]([O:15][CH3:16])=[O:14])=[CH:9][C:8]=1[NH2:17])(=[O:5])=[O:4].Cl[C:21]([O:23][CH2:24][C:25]1[CH:30]=[CH:29][CH:28]=[CH:27][CH:26]=1)=[O:22]>N1C=CC=CC=1.ClCCl>[F:19][C:2]([F:18])([F:1])[S:3]([O:6][C:7]1[CH:12]=[CH:11][C:10]([C:13]([O:15][CH3:16])=[O:14])=[CH:9][C:8]=1[NH:17][C:21]([O:23][CH2:24][C:25]1[CH:30]=[CH:29][CH:28]=[CH:27][CH:26]=1)=[O:22])(=[O:4])=[O:5]. Procedure details: To a solution of 2-amino-4-methoxycarbonylphenyl trifluoromethanesulfonate (2.6 g) in a mixture of pyridine (5.6 ml) and dichloromethane (20 ml) was added benzyl chloroformate (2.08 ml) at 0° C., and the mixture was stirred at 20° C. for 4.5 hours. The mixture was diluted with dichloromethane and washed successively with diluted hydrochloric acid, aqueous sodium bicarbonate and brine. The organic layer was dried over sodium sulfate and evaporated in vacuo. The residue was chromatographed on sili... The reactants are O (water), [N+](=O)([O-])C1=CC=C(C=C1)N1C[C@@H](CC1)NC(C)=O ((R)-N-[1-(4-Nitrophenyl)pyrrolidin-3-yl]acetamide), [H-].[Na+] (sodium hydride), IC (iodomethane). The solvent is CN(C)C=O (DMF). Conditions: time 1 hour. Yields the product CN(C(C)=O)[C@H]1CN(CC1)C1=CC=C(C=C1)[N+](=O)[O-] ((R)-N-Methyl-N-[1-(4-nitrophenyl)pyrrolidin-3-yl]acetamide). As a reaction SMILES: [N+:1]([C:4]1[CH:9]=[CH:8][C:7]([N:10]2[CH2:14][CH2:13][C@@H:12]([NH:15][C:16](=[O:18])[CH3:17])[CH2:11]2)=[CH:6][CH:5]=1)([O-:3])=[O:2].[H-].[Na+].I[CH3:22].O>CN(C=O)C>[CH3:22][N:15]([C@@H:12]1[CH2:13][CH2:14][N:10]([C:7]2[CH:8]=[CH:9][C:4]([N+:1]([O-:3])=[O:2])=[CH:5][CH:6]=2)[CH2:11]1)[C:16](=[O:18])[CH3:17] |f:1.2|. Procedure: (R)-N-[1-(4-Nitrophenyl)pyrrolidin-3-yl]acetamide (1.3 g) was added in portions to a suspension of sodium hydride (50% in oil; 0.25 g) in DMF (50 ml). After gas evolution had ceased, iodomethane (0.82 g) was added. After one hour, the reaction mixture was cautiously hydrolyzed with water and extracted with ethyl acetate. The organic phase was dried over magnesium sulfate and concentrated. This resulted in the product with the molecular weight of 263.30 (C13H17N3O3); MS (ESI): 264 (M+H+). Reactants: [Li+].CC(C)[N-]C(C)C (LDA), C1(CCCCC1)N1C(CCCC1)=O (1-cyclohexylpiperidin-2-one), ClC1=C(C=CC(=C1)Cl)CCl (2,4-dichloro-1-(chloromethyl)benzene). Solvent: C(C)(=O)OCC (ethyl acetate), C1CCOC1 (THF). Run at time 15 minute. Yields the product ClC1=C(CC2C(N(CCC2)C2CCCCC2)=O)C=CC(=C1)Cl (3-(2,4-dichlorobenzyl)-1-cyclohexylpiperidin-2-one). Isolated yield 242.0%. Reaction SMILES: [Li+].CC([N-]C(C)C)C.[CH:9]1([N:15]2[CH2:20][CH2:19][CH2:18][CH2:17][C:16]2=[O:21])[CH2:14][CH2:13][CH2:12][CH2:11][CH2:10]1.[Cl:22][C:23]1[CH:28]=[C:27]([Cl:29])[CH:26]=[CH:25][C:24]=1[CH2:30]Cl>C1COCC1.C(OCC)(=O)C>[Cl:22][C:23]1[CH:28]=[C:27]([Cl:29])[CH:26]=[CH:25][C:24]=1[CH2:30][CH:17]1[CH2:18][CH2:19][CH2:20][N:15]([CH:9]2[CH2:10][CH2:11][CH2:12][CH2:13][CH2:14]2)[C:16]1=[O:21] |f:0.1|. Procedure details: Add 1.8 M LDA (0.9 mL, 1.7 mmol) to solution of 1-cyclohexylpiperidin-2-one (300 mg, 1.7 mmol) in THF (5 mL) at −78° C. and stir for 15 minutes. Add 2,4-dichloro-1-(chloromethyl)benzene (640 mg, 3.3 mmol) and warm the reaction to room temperature. Quench the reaction with water and dilute with ethyl acetate. Dry the organic layer with sodium sulfate, filter and concentrate. Purify the residue by biotage chromatography to afford the title compound as a white solid (1.4 g, 81%): MS (APCI-pos mode)... Starting materials: ice, [OH-].[Na+] (NaOH), COC1=CC=CC2=C(C=CC=C12)C (1-methoxy-5-methylnaphthalene), CN(C)C=O (DMF), O=P(Cl)(Cl)Cl (POCl3). Run in C1(=CC=CC=C1)C (toluene). Product: COC1=CC=C(C2=C(C=CC=C12)C)C=O (4-Methoxy-8-methyl-1-naphthaldehyde). Yield: 78.5%. RXN SMILES: [CH3:1][O:2][C:3]1[C:12]2[C:7](=[C:8]([CH3:13])[CH:9]=[CH:10][CH:11]=2)[CH:6]=[CH:5][CH:4]=1.CN([CH:17]=[O:18])C.O=P(Cl)(Cl)Cl.[OH-].[Na+]>C1(C)C=CC=CC=1>[CH3:1][O:2][C:3]1[C:12]2[C:7](=[C:8]([CH3:13])[CH:9]=[CH:10][CH:11]=2)[C:6]([CH:17]=[O:18])=[CH:5][CH:4]=1 |f:3.4|. Reported procedure: To a well stirred solution of 1-methoxy-5-methylnaphthalene (above Step-3 intermediate) (7.0 g, 40.7 mmol) in toluene (8 mL) and DMF (4.7 mL, 61 mmol) at 0° C. was added, POCl3 (4.6 mL, 49.6 mmol) drop wise and the reaction mixture was stirred for 45 min at 0° C. and then refluxed for 2 h. The dark red solution was cooled to RT and poured into a mixture of ice (50 mL) and 10% aq. NaOH (100 mL) with stirring. The crude product was extracted with EtOAc (4×75 mL) and the combined organic layer was ... Starting materials: O=S(=O)(Oc1ccc(-c2nc3ccccc3o2)cc1Cl)C(F)(F)F, [K+], [K+], O=C([O-])[O-], CN(C)C=O, O, c1ccc(P(c2ccccc2)(c2ccccc2)[Pd](P(c2ccccc2)(c2ccccc2)c2ccccc2)(P(c2ccccc2)(c2ccccc2)c2ccccc2)P(c2ccccc2)(c2ccccc2)c2ccccc2)cc1, OB(O)c1cccnc1. Yields the product Clc1cc(-c2nc3ccccc3o2)ccc1-c1cccnc1. RXN SMILES: [F:1][C:2]([F:3])([F:4])[S:5]([O:6][c:7]1[c:8]([Cl:22])[cH:9][c:10](-[c:13]2[o:14][c:15]3[c:16]([n:17]2)[cH:18][cH:19][cH:20][cH:21]3)[cH:11][cH:12]1)(=[O:23])=[O:24].[K+:26].[K+:27].[O-:28][C:29]([O-:30])=[O:31].[O:41]=[CH:42][N:43]([CH3:44])[CH3:45].[OH2:25].[cH:46]1[cH:47][cH:48][c:49]([P:50]([Pd:51]([P:52]([c:53]2[cH:54][cH:55][cH:56][cH:57][cH:58]2)([c:59]2[cH:60][cH:61][cH:62][cH:63][cH:64]2)[c:65]2[cH:66][cH:67][cH:68][cH:69][cH:70]2)([P:71]([c:72]2[cH:73][cH:74][cH:75][cH:76][cH:77]2)([c:78]2[cH:79][cH:80][cH:81][cH:82][cH:83]2)[c:84]2[cH:85][cH:86][cH:87][cH:88][cH:89]2)[P:90]([c:91]2[cH:92][cH:93][cH:94][cH:95][cH:96]2)([c:97]2[cH:98][cH:99][cH:100][cH:101][cH:102]2)[c:103]2[cH:104][cH:105][cH:106][cH:107][cH:108]2)([c:109]2[cH:110][cH:111][cH:112][cH:113][cH:114]2)[c:115]2[cH:116][cH:117][cH:118][cH:119][cH:120]2)[cH:121][cH:122]1.[n:32]1[cH:33][c:34]([B:38]([OH:39])[OH:40])[cH:35][cH:36][cH:37]1>>[c:7]1(-[c:34]2[cH:33][n:32][cH:37][cH:36][cH:35]2)[c:8]([Cl:22])[cH:9][c:10](-[c:13]2[o:14][c:15]3[c:16]([n:17]2)[cH:18][cH:19][cH:20][cH:21]3)[cH:11][cH:12]1.